From a dataset of the Open Reaction Database (ORD), a public repository of structured organic reaction records. describe an organic reaction: reactants, conditions, products, and yield Reactants: N1C(=NCC1)CN1C=CC2=CC=CC=C12 (1-(4,5-Dihydro-1H-imidazol-2-ylmethyl)-1H-indole), C[Si](C)(C)OS(=O)(=O)Cl (Trimethylsilylchlorosulfonate), CO (Methanol). The solvent is ClC(C)Cl (dichloroethane). Reaction conditions: time 8 hour. The product is N1C(=NCC1)CN1C=C(C2=CC=CC=C12)S(=O)(=O)O (1-(4,5-dihydro-1H-imidazol-2-ylmethyl)-1H-indole-3-sulfonic acid). Reaction SMILES: [NH:1]1[CH2:5][CH2:4][N:3]=[C:2]1[CH2:6][N:7]1[C:15]2[C:10](=[CH:11][CH:12]=[CH:13][CH:14]=2)[CH:9]=[CH:8]1.C[Si]([O:20][S:21](Cl)(=[O:23])=[O:22])(C)C.CO>ClC(Cl)C>[NH:3]1[CH2:4][CH2:5][N:1]=[C:2]1[CH2:6][N:7]1[C:15]2[C:10](=[CH:11][CH:12]=[CH:13][CH:14]=2)[C:9]([S:21]([OH:23])(=[O:22])=[O:20])=[CH:8]1. Procedure details: 1-(4,5-Dihydro-1H-imidazol-2-ylmethyl)-1H-indole (1.0 g, 4.243 mmol) was dissolved/suspended in dichloroethane (120 ml) and cooled in ice under a nitrogen atmosphere. Trimethylsilylchlorosulfonate (0.654 ml, 0.801 g, 4.243 mmol) was added to the cooled solution dropwise with stirring. The mixture was allowed to warm up to room temperature with stirring, and stirring was continued overnight. Methanol (20 mL) was then added, followed by stirring at room temperature for 20 minutes. The mixture was ... The reactants are N(N)C1=NC=NC=C1C1=CC(=CC=C1)C(F)(F)F (4-hydrazino-5-(3-trifluoromethylphenyl)pyrimidine), C(C)(OCC)(OCC)OCC (triethyl orthoacetate), product. Conditions: time 10 minute. Product: CC1=NN=C2N1C=NC=C2C2=CC(=CC=C2)C(F)(F)F (3-Methyl-8-[3-(trifluoromethyl)phenyl]-1,2,4-triazolo[4,3-c]pyrimidine). As a reaction SMILES: [NH:1]([C:3]1[C:8]([C:9]2[CH:14]=[CH:13][CH:12]=[C:11]([C:15]([F:18])([F:17])[F:16])[CH:10]=2)=[CH:7][N:6]=[CH:5][N:4]=1)[NH2:2].[C:19](OCC)(OCC)(OCC)[CH3:20]>>[CH3:19][C:20]1[N:4]2[CH:5]=[N:6][CH:7]=[C:8]([C:9]3[CH:14]=[CH:13][CH:12]=[C:11]([C:15]([F:18])([F:17])[F:16])[CH:10]=3)[C:3]2=[N:1][N:2]=1. Reported procedure: A mixture of 1.0 g. of 4-hydrazino-5-(3-trifluoromethylphenyl)pyrimidine and 10-12 ml. of triethyl orthoacetate is stirred at room temperature. Complete solution is effected in about 10 minutes and stirring is continued for an additional 30-40 minutes until a new precipitate begins to form. This precipitate is collected in 3 crops over a 4 hour period to yield 0.85 g. (77%) of product. The product is recrystallized from chloroform-hexane to give the title compound, m.p. 157°-159° C. The reactants are ClCCC1=CC=CC=C1 ((2-chloro-ethyl)-benzene), 20c, C1CCOC1 (THF), [Li]C(C)CC (s-BuLi), Compound 20b, C1CCOC1 (THF). Run at temperature -78 celsius, time 1 hour. Product: C(CC1=CC=CC=C1)C1C(CCCC1)=O (2-phenethyl-cyclohexanone), 20d. The yield is 58.0%. RXN SMILES: [Li][CH:2](CC)[CH3:3].Cl[CH2:7][CH2:8][C:9]1[CH:14]=[CH:13][CH:12]=[CH:11][CH:10]=1.[CH2:15]1[CH2:19][O:18][CH2:17][CH2:16]1>>[CH2:7]([CH:15]1[CH2:16][CH2:17][CH2:3][CH2:2][C:19]1=[O:18])[CH2:8][C:9]1[CH:14]=[CH:13][CH:12]=[CH:11][CH:10]=1. Procedure details: s-BuLi (28.0 mL, 1.3 M) was added slowly to a solution of Compound 20b (7.0 g) in THF (50 mL) at −78° C. The mixture stirred for 1 hr at −78° C. and then (2-chloro-ethyl)-benzene Compound 20c (5.11 g, 36.4 mmol) in THF (10 mL) was added dropwise. The reaction mixture was stirred for 24 hrs while warming to r.t. The reaction was quenched with 1N HCl (5 mL), then diluted with water (100 mL) and EtOAc (500 mL). The organic layer was washed with brine, separated and dried with anhydrous sodium sulfa... Starting materials: C(CCCCCCCCCCC)OC=1C=NC(=NC1)C1=CC=C(C(=O)O)C=C1 (4-(5-n-Dodecyloxypyrimidine-2-yl)benzoic acid), S(=O)(Cl)Cl (thionyl chloride). Product: C(CCCCCCCCCCC)OC=1C=NC(=NC1)C1=CC=C(C=C1)C(=O)Cl (4-(5-n-dodecyloxypyrimidine-2-yl)phenylcarboxylic acid chloride). As a reaction SMILES: [CH2:1]([O:13][C:14]1[CH:15]=[N:16][C:17]([C:20]2[CH:28]=[CH:27][C:23]([C:24](O)=[O:25])=[CH:22][CH:21]=2)=[N:18][CH:19]=1)[CH2:2][CH2:3][CH2:4][CH2:5][CH2:6][CH2:7][CH2:8][CH2:9][CH2:10][CH2:11][CH3:12].S(Cl)([Cl:31])=O>>[CH2:1]([O:13][C:14]1[CH:15]=[N:16][C:17]([C:20]2[CH:28]=[CH:27][C:23]([C:24]([Cl:31])=[O:25])=[CH:22][CH:21]=2)=[N:18][CH:19]=1)[CH2:2][CH2:3][CH2:4][CH2:5][CH2:6][CH2:7][CH2:8][CH2:9][CH2:10][CH2:11][CH3:12]. Reported procedure: 4-(5-n-Dodecyloxypyrimidine-2-yl)benzoic acid (3.0 g) together with excess thionyl chloride were heated for 6 hours under refluxing and thereafter, unaltered thionyl chloride was distilled off to obtain 4-(5-n-dodecyloxypyrimidine-2-yl)phenylcarboxylic acid chloride. Reaction SMILES: [C:1]([OH:6])(=[O:5])[CH:2]([CH3:4])[CH3:3].[H-].[Na+].[CH:9](NC(C)C)(C)C.Br[CH2:17][CH2:18][CH2:19][CH2:20][CH2:21][CH2:22][CH2:23][CH2:24][CH2:25]C>O1CCCC1>[CH3:3][C:2]([CH3:9])([CH2:4][CH2:17][CH2:18][CH2:19][CH2:20][CH2:21][CH2:22][CH2:23][CH2:24][CH3:25])[C:1]([OH:6])=[O:5] |f:1.2|. Reported procedure: Isobutyric acid (13.9 ml) was added dropwise to a mixture of 21.1 ml of 62.5% sodium hydride, 93.8 ml of diisopropylamine and 150 ml of tetrahydrofuran (THF) at 30° C. or lower. After refluxing the mixture for 30 minutes, to the mixture was added 31.0 ml of a 1.6M n-butyl lithium-hexane solution at 10° C. or lower and the mixture was stirred for 15 minutes at the same temperature and for 2 hours at room temperature. At 10° C. or lower, 5.76 g of 1-bromodecane was added dropwise to the mixture. T... Reaction conditions: time 2 hour. Starting materials: BrCCCCCCCCCC (1-bromodecane), C(C(C)C)(=O)O (Isobutyric acid), [H-].[Na+] (sodium hydride), C(C)(C)NC(C)C (diisopropylamine), ice water. The solvent is O1CCCC1 (tetrahydrofuran). Product: CC(C(=O)O)(CCCCCCCCCC)C (2,2-dimethyllauric acid).